describe an organic reaction: reactants, conditions, products, and yield From a dataset of the Open Reaction Database (ORD), a public repository of structured organic reaction records. Run at time 3 hour. The reactants are COC(C1=NC=2NCCCC2C=C1C=O)OC (2-(dimethoxymethyl)-5,6,7,8-tetrahydro-1,8-naphthyridine-3-carbaldehyde), COC(C1=NC=2NCCCC2C=C1C=O)OC (2-(dimethoxymethyl)-5,6,7,8-tetrahydro-1,8-naphthyridine-3-carbaldehyde), C1OCC12NCCC2 (2-oxa-5-azaspiro[3.4]octane), CCN(C(C)C)C(C)C (DIPEA), C(C)(=O)O[BH-](OC(C)=O)OC(C)=O.[Na+] (sodium triacetoxyborohydride). Solvent: C(Cl)Cl (DCM), O (water). Reported procedure: To a solution of 2-(dimethoxymethyl)-5,6,7,8-tetrahydro-1,8-naphthyridine-3-carbaldehyde (Intermediate 41) (0.19 g, 0.78 mmol) in DCM (10 mL) was added 2-oxa-5-azaspiro[3.4]octane (0.248 g, 1.57 mmol), DIPEA (0.410 mL, 2.35 mmol) and sodium triacetoxyborohydride (0.332 g, 1.57 mmol). The reaction mixture was stirred at room temperature for 3 h. The reaction mixture was added slowly to water (10 ml). The aqueous was extracted with DCM (×3) and the combined organic extracts were concentrated under... The product is COC(C1=NC=2NCCCC2C=C1CN1C2(COC2)CCC1)OC (5-((2-(dimethoxymethyl)-5,6,7,8-tetrahydro-1,8-naphthyridin-3-yl)methyl)-2-oxa-5-azaspiro[3.4]octane). Reaction SMILES: [CH3:1][O:2][CH:3]([O:16][CH3:17])[C:4]1[C:13]([CH:14]=O)=[CH:12][C:11]2[CH2:10][CH2:9][CH2:8][NH:7][C:6]=2[N:5]=1.[CH2:18]1[C:21]2([CH2:25][CH2:24][CH2:23][NH:22]2)[CH2:20][O:19]1.CCN(C(C)C)C(C)C.C(O[BH-](OC(=O)C)OC(=O)C)(=O)C.[Na+]>C(Cl)Cl.O>[CH3:1][O:2][CH:3]([O:16][CH3:17])[C:4]1[C:13]([CH2:14][N:22]2[CH2:23][CH2:24][CH2:25][C:21]32[CH2:18][O:19][CH2:20]3)=[CH:12][C:11]2[CH2:10][CH2:9][CH2:8][NH:7][C:6]=2[N:5]=1 |f:3.4|. The reactants are FC(C(CC(=O)C1=CC=C(C=C1)C)(C1=CC(=CC=C1)C(F)(F)F)O)(F)F (4,4,4-trifluoro-3-hydroxy-1-(4-methylphenyl)-3-[3-(trifluoromethyl)phenyl]butan-1-one), Cl.NO (hydroxylamine hydrochloride), N1=CC=CC=C1 (pyridine). Solvent: C(C)O (ethanol), C(C)(C)(C)OC (t-butylmethylether). Product: FC(C(CC(=NO)C1=CC=C(C=C1)C)(C1=CC(=CC=C1)C(F)(F)F)O)(F)F (4,4,4-trifluoro-3-hydroxy-1-(4-methylphenyl)-3-[3-(trifluoromethyl)phenyl]butan-1-one oxime). Isolated yield 96.2%. As a reaction SMILES: [F:1][C:2]([F:26])([F:25])[C:3]([OH:24])([C:14]1[CH:19]=[CH:18][CH:17]=[C:16]([C:20]([F:23])([F:22])[F:21])[CH:15]=1)[CH2:4][C:5]([C:7]1[CH:12]=[CH:11][C:10]([CH3:13])=[CH:9][CH:8]=1)=O.Cl.[NH2:28][OH:29].N1C=CC=CC=1>C(O)C.C(OC)(C)(C)C>[F:1][C:2]([F:26])([F:25])[C:3]([OH:24])([C:14]1[CH:19]=[CH:18][CH:17]=[C:16]([C:20]([F:23])([F:22])[F:21])[CH:15]=1)[CH2:4][C:5]([C:7]1[CH:12]=[CH:11][C:10]([CH3:13])=[CH:9][CH:8]=1)=[N:28][OH:29] |f:1.2|. Procedure: A solution of 4,4,4-trifluoro-3-hydroxy-1-(4-methylphenyl)-3-[3-(trifluoromethyl)phenyl]butan-1-one (1.0 g), hydroxylamine hydrochloride (0.28 g) and pyridine (0.42 g) in ethanol (10 mL) was heated to reflux for 5 hours. After the reaction solution was diluted with t-butylmethylether, the solution was washed with water and saturated brine. The organic layer was dried over anhydrous magnesium sulfate. The solvent was distilled off under reduced pressure to yield 4,4,4-trifluoro-3-hydroxy-1-(4-met... The reactants are CO, O=C(Cl)CCC1CCCC1, ClCCl, COC(=O)c1c(N)nn2cccnc12, c1ccncc1. The product is COC(=O)c1c(NC(=O)CCC2CCCC2)nn2cccnc12. As a reaction SMILES: [CH3:25][OH:26].[CH:1]1([CH2:6][CH2:7][C:8](=[O:9])[Cl:10])[CH2:2][CH2:3][CH2:4][CH2:5]1.[Cl:27][CH2:28][Cl:29].[NH2:11][c:12]1[n:13][n:14]2[c:15]([n:16][cH:17][cH:18][cH:19]2)[c:20]1[C:21](=[O:22])[O:23][CH3:24].[cH:30]1[cH:31][cH:32][n:33][cH:34][cH:35]1>>[CH:1]1([CH2:6][CH2:7][C:8](=[O:9])[NH:11][c:12]2[n:13][n:14]3[c:15]([n:16][cH:17][cH:18][cH:19]3)[c:20]2[C:21](=[O:22])[O:23][CH3:24])[CH2:2][CH2:3][CH2:4][CH2:5]1.